This data is from the Open Reaction Database (ORD), a public repository of structured organic reaction records. The task is: describe an organic reaction: reactants, conditions, products, and yield Solvent: C([O-])(O)=O.[K+] (potassium bicarbonate). Starting materials: C(C(C)(C)C)NS(=O)(=O)C1=CC=C(C=C1)C (N-Neopentyl-p-toluenesulfonamide), FF (Fluorine). Yields the product FN(S(=O)(=O)C1=CC=C(C=C1)C)CC(C)(C)C (N-fluoro-N-neopentyl-p-toluene-sulfonamide). The yield is 56.7%. Procedure: N-Neopentyl-p-toluenesulfonamide (2.41 g, 10 mmole) was dissolved in 1:1 fluorotrichloromethanechloroform (450 mL) and the solution was cooled to -78° under nitrogen. Fluorine (approximately 15 mmole, 5% in nitrogen) was bubbled into the solution through a vibrating mixer shaft for 2 h. The cold reaction mixture was poured into aqueous 10% potassium bicarbonate solution (200 mL) and the layers were separated. The organic phase was washed with aqueous 10% sodium thiosulfate (200 mL) and saturated... As a reaction SMILES: [CH2:1]([NH:6][S:7]([C:10]1[CH:15]=[CH:14][C:13]([CH3:16])=[CH:12][CH:11]=1)(=[O:9])=[O:8])[C:2]([CH3:5])([CH3:4])[CH3:3].[F:17]F>C(=O)(O)[O-].[K+]>[F:17][N:6]([CH2:1][C:2]([CH3:5])([CH3:4])[CH3:3])[S:7]([C:10]1[CH:15]=[CH:14][C:13]([CH3:16])=[CH:12][CH:11]=1)(=[O:8])=[O:9] |f:2.3|. The reactants are CCOC(=O)CNCc1ccccc1, O. The product is O=C(O)CNCc1ccccc1. Reaction SMILES: [CH2:1]([c:2]1[cH:3][cH:4][cH:5][cH:6][cH:7]1)[NH:8][CH2:9][C:10](=[O:11])[O:12][CH2:13][CH3:14].[OH2:15]>>[CH2:1]([c:2]1[cH:3][cH:4][cH:5][cH:6][cH:7]1)[NH:8][CH2:9][C:10](=[O:11])[OH:12]. Starting materials: [N+](=O)([O-])C1=CC=C(OCC(C)=O)C=C1 (4-nitrophenoxyacetone), saturated aqueous solution, [Cl-].[NH4+] (ammonium chloride), B.[Na] (sodium boron hydride). Run in C(C)O (ethanol). Run at time 2 hour. The product is [N+](=O)([O-])C1=CC=C(OCC(O)C)C=C1 (2-(4-nitrophenoxy)-1-methylethanol). Yield: 105.3%. Reaction SMILES: [N+:1]([C:4]1[CH:14]=[CH:13][C:7]([O:8][CH2:9][C:10](=[O:12])[CH3:11])=[CH:6][CH:5]=1)([O-:3])=[O:2].B.[Na].[Cl-].[NH4+]>C(O)C>[N+:1]([C:4]1[CH:14]=[CH:13][C:7]([O:8][CH2:9][CH:10]([CH3:11])[OH:12])=[CH:6][CH:5]=1)([O-:3])=[O:2] |f:1.2,3.4,^1:15|. Reported procedure: 43.5 g of 4-nitrophenoxyacetone crystals were dissolved in 300 ml of ethanol, added portionwise with small amount of sodium boron hydride up to 4.1 g with stirring at room temperature, and stirred thereafter at room temperature for 2 hr. After adding 10 ml of saturated aqueous solution of ammonium chloride under an ice-cold condition in order to decompose the residual sodium borohydride, extraction was carried out with ethyl acetate. The ethyl acetate layer was washed consecutively with water, 3... The reactants are O=C(O)C=Cc1ccc(Br)cc1, Cl, Cl, NC1CN2CCC1CC2. Product: O=C(C=Cc1ccc(Br)cc1)NC1CN2CCC1CC2. As a reaction SMILES: [Br:12][c:13]1[cH:14][cH:15][c:16]([CH:19]=[CH:20][C:21](=[O:22])[OH:23])[cH:17][cH:18]1.[ClH:1].[ClH:2].[N:3]12[CH2:4][CH:5]([NH2:11])[CH:6]([CH2:7][CH2:8]1)[CH2:9][CH2:10]2>>[N:3]12[CH2:4][CH:5]([NH:11][C:21]([CH:20]=[CH:19][c:16]3[cH:15][cH:14][c:13]([Br:12])[cH:18][cH:17]3)=[O:22])[CH:6]([CH2:7][CH2:8]1)[CH2:9][CH2:10]2. Starting materials: C(C)(=O)OCC=1C(=NN(C1)C1=CC=CC=C1)OCC1=CC=CC=C1 (3-benzyloxy-1-phenyl-1H-pyrazol-4-ylmethyl acetate), O1CCCC1 (tetrahydrofuran), CO (methanol). The reagents and catalysts are [C].[Pd] (palladium-carbon). Reaction conditions: time 1 hour. Product: OC1=NN(C=C1CC(=O)OC)C1=CC=CC=C1 (methyl 3-hydroxy-1-phenyl-1H-pyrazol-4-ylacetate). Yield: 93.0%. Reaction SMILES: C(O[CH2:5][C:6]1[C:7]([O:17]CC2C=CC=CC=2)=[N:8][N:9]([C:11]2[CH:16]=[CH:15][CH:14]=[CH:13][CH:12]=2)[CH:10]=1)(=O)C.[O:25]1[CH2:29]CC[CH2:26]1.C[OH:31]>[C].[Pd]>[OH:17][C:7]1[C:6]([CH2:5][C:26]([O:25][CH3:29])=[O:31])=[CH:10][N:9]([C:11]2[CH:12]=[CH:13][CH:14]=[CH:15][CH:16]=2)[N:8]=1 |f:3.4|. Procedure: A mixture of 3-benzyloxy-1-phenyl-1H-pyrazol-4-ylmethyl acetate (2.35 g), 5% palladium-carbon (4.00 g), tetrahydrofuran (25 ml) and methanol (25 ml) was stirred under a hydrogen atmosphere for 1 hr. Palladium-carbon was filtered off and the filtrate was concentrated to give methyl 3-hydroxy-1-phenyl-1H-pyrazol-4-ylacetate (1.58 g, yield 93%) as colorless crystals. The crystals were recrystallized from ethyl acetate-hexane. melting point: 144–145° C. Starting materials: N1CCCC1 (pyrrolidine), N1(CCCC1)C=1C=CC=2N(N1)C(N(N2)CC)=O (6-pyrrolidino-2-ethyl-1,2,4-triazolo[4,3-b]-pyridazin-3(2H)-one), C(CCC)N (butylamine), N1(CCCC1)C=1C=CC=2N(N1)C(NN2)=O (6-pyrrolidino-1,2,4-triazolo[4,3-b]pyridazin-3(2H)-one). Yields the product N1(CCCC1)C=1C=CC=2N(N1)CN(N2)CC (6-Pyrrolidino-2-ethyl-1,2,4-triazolo[4,3-b]pyridazine). As a reaction SMILES: N1CCCC1.C(N)CCC.N1(C2C=CC3N(C(=O)NN=3)N=2)CCCC1.[N:26]1([C:31]2[CH:32]=[CH:33][C:34]3[N:35]([C:37](=O)[N:38]([CH2:40][CH3:41])[N:39]=3)[N:36]=2)[CH2:30][CH2:29][CH2:28][CH2:27]1>>[N:26]1([C:31]2[CH:32]=[CH:33][C:34]3[N:35]([CH2:37][N:38]([CH2:40][CH3:41])[N:39]=3)[N:36]=2)[CH2:27][CH2:28][CH2:29][CH2:30]1. Reported procedure: By substituting pyrrolidine for the butylamine in the procedure of Example 3 and then continuing with the procedure of Example 4, 6-pyrrolidino-1,2,4-triazolo[4,3-b]pyridazin-3(2H)-one and 6-pyrrolidino-2-ethyl-1,2,4-triazolo[4,3-b]-pyridazin-3(2H)-one, respectively, are obtained.